From a dataset of the Open Reaction Database (ORD), a public repository of structured organic reaction records. describe an organic reaction: reactants, conditions, products, and yield The reactants are NC1=C(C(=O)N)C(=CC=C1F)F (2-Amino-3,6-difluorobenzamide), S(=O)(=O)([O-])[O-].[NH4+].[NH4+] (ammonium sulfate), C(C)OC(OCC)OCC (triethylorthoformate), C(C)(=O)OC(C)=O (acetic anhydride). Conditions: temperature 145 celsius, time 1 hour. Yields the product FC1=C2C(=NC=NC2=C(C=C1)F)O (5,8-difluoroquinazolin-4-ol). The yield is 92.3%. Reaction SMILES: [NH2:1][C:2]1[C:10]([F:11])=[CH:9][CH:8]=[C:7]([F:12])[C:3]=1[C:4]([NH2:6])=[O:5].S([O-])([O-])(=O)=O.[NH4+].[NH4+].[CH2:20](OC(OCC)OCC)C.C(OC(=O)C)(=O)C>>[F:12][C:7]1[CH:8]=[CH:9][C:10]([F:11])=[C:2]2[C:3]=1[C:4]([OH:5])=[N:6][CH:20]=[N:1]2 |f:1.2.3|. Procedure details: 2-Amino-3,6-difluorobenzamide (2.0 g, 11.6 mmol), ammonium sulfate (0.15 g, 1.16 mmol), triethylorthoformate (4.3 g, 4.8 mL, 29.1 mmol) and acetic anhydride (3.0 g, 2.8 mL, 29.1 mmol) were combined in a 100 mL round bottomed flask and the mixture heated to 145° C. on a heating mantle, becoming nearly homogeneous around 90° C., then precipitating additional solid. After 1 h, the mixture was cooled to room temperature and diluted with water and stirred. The precipitated solids were collected by fi... The product is O=[N+]([O-])c1cc(C(F)(F)F)cc2c1NC(O)(C(F)(F)C(F)F)N2O. RXN SMILES: [CH3:26][CH2:27][OH:28].[F:1][C:2]([C:3](=[O:4])[NH:5][c:6]1[c:7]([N+:19](=[O:20])[O-:21])[cH:8][c:9]([C:15]([F:16])([F:17])[F:18])[cH:10][c:11]1[N+:12](=[O:13])[O-:14])([CH:22]([F:23])[F:24])[F:25]>>[F:1][C:2]([C:3]1([OH:4])[NH:5][c:6]2[c:7]([cH:8][c:9]([C:15]([F:16])([F:17])[F:18])[cH:10][c:11]2[N+:12](=[O:13])[O-:14])[N:19]1[OH:20])([CH:22]([F:23])[F:24])[F:25]. The reactants are CCO, O=C(Nc1c([N+](=O)[O-])cc(C(F)(F)F)cc1[N+](=O)[O-])C(F)(F)C(F)F. Starting materials: CC1=C(C(=C(C(=C1C(=O)Cl)F)F)F)F (6-methyl-2,3,4,5-tetrafluorobenzoyl chloride), C(CC(=O)OCC)(=O)OCC (diethyl malonate), [Mg] (magnesium), S(O)(O)(=O)=O (sulfuric acid). The reagents and catalysts are C(Cl)(Cl)(Cl)Cl (carbon tetrachloride). Run in C1(=CC=CC=C1)C (toluene), C1(=CC=CC=C1)C (toluene), C(C)O (ethanol), C(C)O (ethanol), O (water). Run at temperature 60 celsius, time 1 hour. Yields the product CC1=C(C(=C(C(=C1C(=O)C(C(=O)OCC)C(=O)OCC)F)F)F)F (diethyl 6-methyl-2,3,4,5-tetrafluorobenzoylmalonate). As a reaction SMILES: [Mg].[C:2]([O:10][CH2:11][CH3:12])(=[O:9])[CH2:3][C:4]([O:6][CH2:7][CH3:8])=[O:5].[CH3:13][C:14]1[C:19]([C:20](Cl)=[O:21])=[C:18]([F:23])[C:17]([F:24])=[C:16]([F:25])[C:15]=1[F:26].S(=O)(=O)(O)O>C(Cl)(Cl)(Cl)Cl.C(O)C.C1(C)C=CC=CC=1.O>[CH3:13][C:14]1[C:19]([C:20]([CH:3]([C:4]([O:6][CH2:7][CH3:8])=[O:5])[C:2]([O:10][CH2:11][CH3:12])=[O:9])=[O:21])=[C:18]([F:23])[C:17]([F:24])=[C:16]([F:25])[C:15]=1[F:26]. Reported procedure: Separately, two drops of carbon tetrachloride are added to a solution of metallic magnesium (0.56 g) in absolute ethanol (0.9 ml). When the reaction starts, a mixture of diethyl malonate (3.6 ml), absolute ethanol (1.6 ml) and anhydrous toluene (6 ml) is added dropwise below 60° C. After stirring at 60° C. for 1 hour, the reaction mixture is cooled to 0° C. and thereto a solution of 6-methyl-2,3,4,5-tetrafluorobenzoyl chloride (5.00 g) prepared above in toluene (5 ml) is added dropwise. After st... The product is C(C)(C)OC1=CN=CC(=N1)C1=CNC2=CC=C(C=C12)C1=NOC(=N1)NC(C)C (3-(3-(6-isopropoxypyrazin-2-yl)-1H-indol-5-yl)-N-isopropyl-1,2,4-oxadiazol-5-amine). As a reaction SMILES: [CH:1]([O:4][C:5]1[N:10]=[C:9]([C:11]2[C:19]3[C:14](=[CH:15][CH:16]=[C:17]([C:20]4[N:24]=[C:23]([NH:25][CH:26]([CH3:28])[CH3:27])[O:22][N:21]=4)[CH:18]=3)[N:13](S(C3C=CC(C)=CC=3)(=O)=O)[CH:12]=2)[CH:8]=[N:7][CH:6]=1)([CH3:3])[CH3:2].[OH-].[Na+]>O1CCOCC1>[CH:1]([O:4][C:5]1[N:10]=[C:9]([C:11]2[C:19]3[C:14](=[CH:15][CH:16]=[C:17]([C:20]4[N:24]=[C:23]([NH:25][CH:26]([CH3:28])[CH3:27])[O:22][N:21]=4)[CH:18]=3)[NH:13][CH:12]=2)[CH:8]=[N:7][CH:6]=1)([CH3:3])[CH3:2] |f:1.2|. Procedure details: To a solution of 3-(3-(6-isopropoxypyrazin-2-yl)-1-tosyl-1H-indol-5-yl)-N-isopropyl-1,2,4-oxadiazol-5-amine (200 mg, 0.375 mmol) in 1,4-dioxane (2.0 mL) was added 10% aq NaOH (1.0 mL) and the reaction was heated at 100° C. for 2 h. The mixture was cooled to RT and treated with ice cold water (2.0 mL). The precipitate was collected through filtration and the crude product was purified with preparative HPLC (eluent: 60-90% MeCN in water with 0.01% TFA) to give 3-(3-(6-isopropoxypyrazin-2-yl)-1H-in... The solvent is O1CCOCC1 (1,4-dioxane). Reaction conditions: temperature 100 celsius. The yield is 28.2%. Starting materials: C(C)(C)OC1=CN=CC(=N1)C1=CN(C2=CC=C(C=C12)C1=NOC(=N1)NC(C)C)S(=O)(=O)C1=CC=C(C)C=C1 (3-(3-(6-isopropoxypyrazin-2-yl)-1-tosyl-1H-indol-5-yl)-N-isopropyl-1,2,4-oxadiazol-5-amine), [OH-].[Na+] (NaOH), ice.